Dataset: the Open Reaction Database (ORD), a public repository of structured organic reaction records. Task: describe an organic reaction: reactants, conditions, products, and yield Reactants: C(#N)[BH3-].[Na+] (sodium cyanoborohydride), C(=O)C1=CC=C(CC(C(N2CCCC2)=O)NC(CC(C2=CC=CC=C2)NS(=O)(=O)C2=CC3=CC=CC=C3C=C2)=O)C=C1 (N-[1-[4-Formylbenzyl)-2-oxo-2-(pyrrolidin-1-yl)ethyl]-3-(naphthalene-2-sulphonylamino)-3-phenylpropionamide), Cl.N1CCC1 (azetidine hydrochloride), TEA, CCCl (hydrochloric ether). Solvent: CCOCC (ether), CO (MeOH), CCOC(=O)C (EtOAc), CC(=O)O (AcOH). Reaction conditions: time 1 hour. Yields the product Cl.N1(CCC1)CC1=CC=C(CC(C(N2CCCC2)=O)NC(CC(C2=CC=CC=C2)NS(=O)(=O)C2=CC3=CC=CC=C3C=C2)=O)C=C1 (N-[1-[4-(Azetidin-1-ylmethyl)benzyl]-2-oxo-2-(pyrrolidin-1-yl)ethyl]-3-(naphthalene-2-sulphonylamino)-3-phenylpropionamide hydrochloride). RXN SMILES: [CH:1]([C:3]1[CH:42]=[CH:41][C:6]([CH2:7][CH:8]([NH:16][C:17](=[O:40])[CH2:18][CH:19]([NH:26][S:27]([C:30]2[CH:39]=[CH:38][C:37]3[C:32](=[CH:33][CH:34]=[CH:35][CH:36]=3)[CH:31]=2)(=[O:29])=[O:28])[C:20]2[CH:25]=[CH:24][CH:23]=[CH:22][CH:21]=2)[C:9](=[O:15])[N:10]2[CH2:14][CH2:13][CH2:12][CH2:11]2)=[CH:5][CH:4]=1)=O.Cl.[NH:44]1[CH2:47][CH2:46][CH2:45]1.C([BH3-])#N.[Na+].CC[Cl:54]>CO.CCOC(C)=O.CCOCC.CC(O)=O>[ClH:54].[N:44]1([CH2:1][C:3]2[CH:4]=[CH:5][C:6]([CH2:7][CH:8]([NH:16][C:17](=[O:40])[CH2:18][CH:19]([NH:26][S:27]([C:30]3[CH:39]=[CH:38][C:37]4[C:32](=[CH:33][CH:34]=[CH:35][CH:36]=4)[CH:31]=3)(=[O:29])=[O:28])[C:20]3[CH:25]=[CH:24][CH:23]=[CH:22][CH:21]=3)[C:9](=[O:15])[N:10]3[CH2:14][CH2:13][CH2:12][CH2:11]3)=[CH:41][CH:42]=2)[CH2:47][CH2:46][CH2:45]1 |f:1.2,3.4,10.11|. Procedure: A mixture of 0.489 g of the compound obtained in step A of Example 17 and 0.086 g of azetidine hydrochloride and 116 μl of TEA in 15 ml of MeOH is stirred for 1 hour at RT. Next, 0.072 ml of AcOH is added, the mixture is stirred for 15 minutes at RT, 0.079 g of sodium cyanoborohydride is added and the mixture is stirred for 2 hours at RT. The reaction mixture is concentrated under vacuum, the residue is extracted with DCM, the organic phase is washed with saturated NaHCO3 solution and dried over...